From a dataset of the Open Reaction Database (ORD), a public repository of structured organic reaction records. describe an organic reaction: reactants, conditions, products, and yield The reactants are Cc1cccc(CO)c1N, O=CC(Cl)(Cl)Cl. The product is Cc1cccc2c1NC(C(Cl)(Cl)Cl)OC2. RXN SMILES: [NH2:1][c:2]1[c:3]([CH2:4][OH:5])[cH:6][cH:7][cH:8][c:9]1[CH3:10].[O:11]=[CH:12][C:13]([Cl:14])([Cl:15])[Cl:16]>>[NH:1]1[c:2]2[c:3]([cH:6][cH:7][cH:8][c:9]2[CH3:10])[CH2:4][O:5][CH:12]1[C:13]([Cl:14])([Cl:15])[Cl:16]. As a reaction SMILES: C1(C2N=C(/C=C/[C:12]3[CH:13]=[C:14]([CH:18]=[O:19])[CH:15]=[CH:16][CH:17]=3)SC=2)CCC1.CC(C)([O-:23])C.[K+].C(O)(C)(C)C>C(O)(=O)C>[C:18]([OH:19])(=[O:23])[C:14]1[CH:13]=[CH:12][CH:17]=[CH:16][CH:15]=1 |f:1.2|. Product: C(C1=CC=CC=C1)(=O)O (benzoic acid). Reactants: C1(CCC1)C=1N=C(SC1)/C=C/C=1C=C(C=CC1)C=O ((E)-3-[2-[4-(cyclobutyl)-2-thiazolyl]ethenyl]benzenecarboxaldehyde), CC(C)([O-])C.[K+] (potassium tert-butoxide), C(C)(C)(C)O (tert-butanol). Procedure: A mixture composed of 3.15 g of (E)-3-[2-[4-(cyclobutyl)-2-thiazolyl]ethenyl]benzenecarboxaldehyde, 1.44 g of potassium tert-butoxide and 100 ml of tert-butanol was heated to reflux for 2 hr while exposed to air. The mixture was then diluted with 100 ml of ice water. This mixture was then acidified with acetic acid and extracted with methylene chloride. The combined extracts were washed with water, brine, dried (MgSO4) and concentrated in vacuo to yield (E)-3-[2-(4-cyclobutyl)-2-thiazolyl)etheny... The solvent is ice water, C(C)(=O)O (acetic acid).